This data is from the Open Reaction Database (ORD), a public repository of structured organic reaction records. The task is: describe an organic reaction: reactants, conditions, products, and yield The reactants are C1CCOC1, O=[Mn]=O, CC(=O)Nc1cccc(-c2nc(C)c(CO)[nH]2)c1. Product: CC(=O)Nc1cccc(-c2nc(C)c(C=O)[nH]2)c1. RXN SMILES: [CH2:19]1[O:20][CH2:21][CH2:22][CH2:23]1.[O:24]=[Mn:25]=[O:26].[OH:1][CH2:2][c:3]1[c:4]([CH3:18])[n:5][c:6](-[c:8]2[cH:9][c:10]([NH:14][C:15]([CH3:16])=[O:17])[cH:11][cH:12][cH:13]2)[nH:7]1>>[O:1]=[CH:2][c:3]1[c:4]([CH3:18])[n:5][c:6](-[c:8]2[cH:9][c:10]([NH:14][C:15]([CH3:16])=[O:17])[cH:11][cH:12][cH:13]2)[nH:7]1.